Dataset: the Open Reaction Database (ORD), a public repository of structured organic reaction records. Task: describe an organic reaction: reactants, conditions, products, and yield Reactants: C(C)OC(C1=C(C(=CC=C1)SC1=C(NC2=C(C(=CC=C12)Cl)F)C)F)=O (3-(6-chloro-7-fluoro-2-methyl-1H-indol-3-ylsulfanyl)-2-fluoro-benzoic acid ethyl ester), BrC=1C=NN(C1)CC (4-bromo-1-ethyl-1H-pyrazole). Product: C(C)OC(C1=C(C(=CC=C1)SC1=C(N(C2=CC(=CC=C12)Cl)C=1C=NN(C1)CC)C)F)=O (3-[6-Chloro-1-(1-ethyl-1H-pyrazol-4-yl)-2-methyl-1H-indol-3-ylsulfanyl]-2-fluoro-benzoic acid ethyl ester). As a reaction SMILES: [CH2:1]([O:3][C:4](=[O:25])[C:5]1[CH:10]=[CH:9][CH:8]=[C:7]([S:11][C:12]2[C:20]3[C:15](=[C:16](F)[C:17]([Cl:21])=[CH:18][CH:19]=3)[NH:14][C:13]=2[CH3:23])[C:6]=1[F:24])[CH3:2].Br[C:27]1[CH:28]=[N:29][N:30]([CH2:32][CH3:33])[CH:31]=1>>[CH2:1]([O:3][C:4](=[O:25])[C:5]1[CH:10]=[CH:9][CH:8]=[C:7]([S:11][C:12]2[C:20]3[C:15](=[CH:16][C:17]([Cl:21])=[CH:18][CH:19]=3)[N:14]([C:27]3[CH:28]=[N:29][N:30]([CH2:32][CH3:33])[CH:31]=3)[C:13]=2[CH3:23])[C:6]=1[F:24])[CH3:2]. Procedure details: Prepared according to the procedure described in Example 55, Step 2 using the following starting materials: 3-(6-chloro-7-fluoro-2-methyl-1H-indol-3-ylsulfanyl)-2-fluoro-benzoic acid ethyl ester and 4-bromo-1-ethyl-1H-pyrazole. Reactants: FC(C(CC(=O)O)CCCC)(F)F (3-trifluoromethylheptanoic acid), S(=O)(Cl)Cl (thionyl chloride). Product: FC(C(CC(=O)Cl)CCCC)(F)F (3-trifluoromethylheptanoic acid chloride). Isolated yield 83.1%. As a reaction SMILES: [F:1][C:2]([F:13])([F:12])[CH:3]([CH2:8][CH2:9][CH2:10][CH3:11])[CH2:4][C:5](O)=[O:6].S(Cl)([Cl:16])=O>>[F:1][C:2]([F:13])([F:12])[CH:3]([CH2:8][CH2:9][CH2:10][CH3:11])[CH2:4][C:5]([Cl:16])=[O:6]. Procedure: 2.0 g (10 mmol) of 3-trifluoromethylheptanoic acid and 6 ml (about 80 mmol) of thionyl chloride were reacted for 2 hours under heat-refluxing, followed by distillation to obtain 1.8 g of 3-trifluoromethylheptanoic acid chloride (b.p.: 72.2-75.0° C./25 mmHg). The acid chloride was dissolved in 10 ml of diethyl ether and added dropwise to a preliminarily ice-cooled ether solution of diazomethane, followed by stirring overnight at room temperature. After distilling off the solvent, the remainder wa... Starting materials: Cl.ClCCOC=1C=C2C(=NC=NC2=CC1OCCOC)NC1=CC(=CC=C1)C#C ([6-(2-Chloro-ethoxy)-7-(2-methoxy-ethoxy)-quinazolin-4-yl]-(3-ethynyl-phenyl)-amine Hydrochloride), N1CCOCC1 (morpholine). The solvent is CN(C)C=O (DMF). The product is Cl.Cl.C(#C)C=1C=C(C=CC1)NC1=NC=NC2=CC(=C(C=C12)OCCN1CCOCC1)OCCOC ((3-Ethynyl-phenyl)-[7-(2-methoxy-ethoxy)-6-(2-morpholin-4-yl-ethoxy)-quinazolin-4-yl]-amine Dihydrochloride). The yield is 50.9%. Reaction SMILES: [ClH:1].[Cl:2][CH2:3][CH2:4][O:5][C:6]1[CH:7]=[C:8]2[C:13](=[CH:14][C:15]=1[O:16][CH2:17][CH2:18][O:19][CH3:20])[N:12]=[CH:11][N:10]=[C:9]2[NH:21][C:22]1[CH:27]=[CH:26][CH:25]=[C:24]([C:28]#[CH:29])[CH:23]=1.[NH:30]1[CH2:35][CH2:34][O:33][CH2:32][CH2:31]1>CN(C=O)C>[ClH:2].[ClH:1].[C:28]([C:24]1[CH:23]=[C:22]([NH:21][C:9]2[C:8]3[C:13](=[CH:14][C:15]([O:16][CH2:17][CH2:18][O:19][CH3:20])=[C:6]([O:5][CH2:4][CH2:3][N:30]4[CH2:35][CH2:34][O:33][CH2:32][CH2:31]4)[CH:7]=3)[N:12]=[CH:11][N:10]=2)[CH:27]=[CH:26][CH:25]=1)#[CH:29] |f:0.1,4.5.6|. Procedure: The title product from Example 30 (107 mg, 0.245 mmol) in DMF (2 mL) was treated with morpholine (214 μL, 2.45 mmol) at 80° C. for 24 hours. The reaction mixture was partitioned between CHCl3 and saturated aqueous NaHCO3. The organic extracts were washed with brine, dried over Na2SO4, filtered and concentrated in vacuo. The crude product (168 mg) was chromatographed on silica using 7.5% methanol/CH2Cl2 to provide 65 mg of pure title product as its free base. This white solid was dissolved in a m... Reactants: C(C1=CC=CC=C1)N1C2CC(CC1C(C2)(F)F)(O)CC(=O)OCC (ethyl 2-(8-benzyl-6,6-difluoro-3-hydroxy-8-azabicyclo[3.2.1]octan-3-yl)acetate), [H][H] (hydrogen). Reagents/catalysts: [OH-].[OH-].[Pd+2] (Pd(OH)2/C). Solvent: CO (MeOH). Yields the product FC1(C2CC(CC(C1)N2)(O)CC(=O)OCC)F (Ethyl 2-(6,6-difluoro-3-hydroxy-8-azabicyclo[3.2.1]octan-3-yl)acetate). The yield is 90.0%. As a reaction SMILES: C([N:8]1[CH:13]2[C:14]([F:17])([F:16])[CH2:15][CH:9]1[CH2:10][C:11]([CH2:19][C:20]([O:22][CH2:23][CH3:24])=[O:21])([OH:18])[CH2:12]2)C1C=CC=CC=1.[H][H]>CO.[OH-].[OH-].[Pd+2]>[F:17][C:14]1([F:16])[CH2:15][CH:9]2[NH:8][CH:13]1[CH2:12][C:11]([CH2:19][C:20]([O:22][CH2:23][CH3:24])=[O:21])([OH:18])[CH2:10]2 |f:3.4.5|. Reported procedure: Step VIIII: A mixture of compound 116i (340 mg, 1 mmol, 1.0 eq) and Pd(OH)2/C (100 mg, 30%) in MeOH (20 mL) was stirred at room temperature for 16 h under 1 atmosphere of hydrogen. The mixture was filtered, and the filtrate was concentrated to give ethyl 2-(6,6-difluoro-3-hydroxy-8-azabicyclo[3.2.1]octan-3-yl)acetate 116a as a colorless oil, 224 mg, yield: 90%. MS: calc'd (MH+) 250, measured (MH+) 250. The reactants are C1CCNC1, CN(C)C(=O)c1ccc(-c2ccc3c(n2)Oc2nc(Cl)ccc2C3C(C)(C)C(=O)Nc2nncs2)cc1. Yields the product CN(C)C(=O)c1ccc(-c2ccc3c(n2)Oc2nc(N4CCCC4)ccc2C3C(C)(C)C(=O)Nc2nncs2)cc1. Reaction SMILES: [CH2:38]1[CH2:39][CH2:40][NH:41][CH2:42]1.[Cl:1][c:2]1[cH:3][cH:4][c:5]2[c:6]([n:7]1)[O:8][c:9]1[c:10]([cH:23][cH:24][c:25](-[c:27]3[cH:28][cH:29][c:30]([C:31](=[O:32])[N:33]([CH3:34])[CH3:35])[cH:36][cH:37]3)[n:26]1)[CH:11]2[C:12]([C:13]([NH:14][c:15]1[s:16][cH:17][n:18][n:19]1)=[O:20])([CH3:21])[CH3:22]>>[c:2]1([N:41]2[CH2:40][CH2:39][CH2:38][CH2:42]2)[cH:3][cH:4][c:5]2[c:6]([n:7]1)[O:8][c:9]1[c:10]([cH:23][cH:24][c:25](-[c:27]3[cH:28][cH:29][c:30]([C:31](=[O:32])[N:33]([CH3:34])[CH3:35])[cH:36][cH:37]3)[n:26]1)[CH:11]2[C:12]([C:13]([NH:14][c:15]1[s:16][cH:17][n:18][n:19]1)=[O:20])([CH3:21])[CH3:22]. Reactants: C1(=CC=CC=C1)[C@H]1OC2(O[C@@H]1C1=CC=CC=C1)C[C@H](CCC2)CNC=2C=C(C#N)C=CC2[N+](=O)[O-] (3-({[(2R,3R,7S)-2,3-diphenyl-1,4-dioxaspiro[4.5]dec-7-yl]methyl}amino)-4-nitrobenzonitrile), CO (MeOH), C(OC)(OC)OC (trimethyl orthoformate), C(OC)(OC)OC (trimethyl orthoformate). Reagents/catalysts: [Fe] (iron), [Fe] (iron). The solvent is CCOC(=O)C (EtOAc), C(=O)O (formic acid), C(=O)O (formic acid). Conditions: temperature 64 celsius, time 3 hour. Product: C1(=CC=CC=C1)[C@H]1OC2(O[C@@H]1C1=CC=CC=C1)C[C@H](CCC2)CN2C=NC1=C2C=C(C=C1)C#N (1-{[(2R,3R,7S)-2,3-diphenyl-1,4-dioxaspiro[4.5]dec-7-yl]methyl}-1H-benzimidazole-6-carbonitrile). The yield is 99.7%. Reaction SMILES: [C:1]1([C@@H:7]2[C@@H:11]([C:12]3[CH:17]=[CH:16][CH:15]=[CH:14][CH:13]=3)[O:10][C:9]3([CH2:22][CH2:21][CH2:20][C@H:19]([CH2:23][NH:24][C:25]4[CH:26]=[C:27]([CH:30]=[CH:31][C:32]=4[N+:33]([O-])=O)[C:28]#[N:29])[CH2:18]3)[O:8]2)[CH:6]=[CH:5][CH:4]=[CH:3][CH:2]=1.CO.[CH:38](OC)(OC)OC>[Fe].C(O)=O.CCOC(C)=O>[C:1]1([C@@H:7]2[C@@H:11]([C:12]3[CH:17]=[CH:16][CH:15]=[CH:14][CH:13]=3)[O:10][C:9]3([CH2:22][CH2:21][CH2:20][C@H:19]([CH2:23][N:24]4[C:25]5[CH:26]=[C:27]([C:28]#[N:29])[CH:30]=[CH:31][C:32]=5[N:33]=[CH:38]4)[CH2:18]3)[O:8]2)[CH:6]=[CH:5][CH:4]=[CH:3][CH:2]=1. Procedure details: To a 3 L flask fitted with an overhead stirrer was added 3-({[(2R,3R,7S)-2,3-diphenyl-1,4-dioxaspiro[4.5]dec-7-yl]methyl}amino)-4-nitrobenzonitrile (131 g, 279 mmol), iron (156 g, 2790 mmol), MeOH (1 L), EtOAc (1 L), trimethyl orthoformate (0.308 L, 2790 mmol) and formic acid (0.107 L, 2790 mmol). The mixture was heated to 64° C. Every 15 min an additional 2-3 eq of iron, formic acid and trimethyl orthoformate was added. After 3 h, the solution was cooled to RT and filtered through Celite© and w... Starting materials: CCN=C=NCCCN(C)C, CCN(C(C)C)C(C)C, ClCCl, Cl, Nc1ncnc2c1c(-c1ccc(Oc3ccccc3)cc1)nn2C1CCN(CC(=O)O)CC1, Nc1ncc[nH]1, On1nnc2cccnc21, O=S(=O)(O)O. The product is Nc1ncnc2c1c(-c1ccc(Oc3ccccc3)cc1)nn2C1CCN(CC(=O)Nc2ncc[nH]2)CC1. RXN SMILES: [CH3:46][N:47]([CH3:48])[CH2:49][CH2:50][CH2:51][N:52]=[C:53]=[N:54][CH2:55][CH3:56].[CH:57]([N:58]([CH2:59][CH3:60])[CH:61]([CH3:62])[CH3:63])([CH3:64])[CH3:65].[Cl:76][CH2:77][Cl:78].[ClH:45].[NH2:1][c:2]1[c:3]2[c:4]([n:5][cH:6][n:7]1)[n:8]([CH:24]1[CH2:25][CH2:26][N:27]([CH2:30][C:31](=[O:32])[OH:33])[CH2:28][CH2:29]1)[n:9][c:10]2-[c:11]1[cH:12][cH:13][c:14]([O:17][c:18]2[cH:19][cH:20][cH:21][cH:22][cH:23]2)[cH:15][cH:16]1.[NH2:39][c:40]1[nH:41][cH:42][cH:43][n:44]1.[OH:66][n:67]1[c:68]2[n:69][cH:70][cH:71][cH:72][c:73]2[n:74][n:75]1.[S:34]([OH:35])([OH:36])(=[O:37])=[O:38]>>[NH2:1][c:2]1[c:3]2[c:4]([n:5][cH:6][n:7]1)[n:8]([CH:24]1[CH2:25][CH2:26][N:27]([CH2:30][C:31](=[O:32])[NH:39][c:40]3[nH:41][cH:42][cH:43][n:44]3)[CH2:28][CH2:29]1)[n:9][c:10]2-[c:11]1[cH:12][cH:13][c:14]([O:17][c:18]2[cH:19][cH:20][cH:21][cH:22][cH:23]2)[cH:15][cH:16]1.